Dataset: the Open Reaction Database (ORD), a public repository of structured organic reaction records. Task: describe an organic reaction: reactants, conditions, products, and yield Starting materials: N1C=NC=C1 (imidazole), [Si](C)(C)(C(C)(C)C)Cl (tert-butyidimethylsilyl chloride), CN(C)C=O (DMF), FC1=CC=C(C=C1)C(CCCC(=O)N1C(OCC1C1=CC=CC=C1)=O)O (3-[5-(4-Fluorophenyl)-5-hydroxypentanoyl]-4-phenyloxazolidin-2-one), CN(C)C=O (DMF). The product is [Si](C)(C)(C(C)(C)C)OC1C(N(C(O1)=O)C(CCCCC1=CC=C(C=C1)F)=O)C1=CC=CC=C1 (5-(tert-Butyldimethylsilanyloxy)-5-(4-fluorophenyl)pentanoyl-4-phenyloxazolidin-2-one). As a reaction SMILES: [F:1][C:2]1[CH:7]=[CH:6][C:5]([CH:8](O)[CH2:9][CH2:10][CH2:11][C:12]([N:14]2[CH:18]([C:19]3[CH:24]=[CH:23][CH:22]=[CH:21][CH:20]=3)[CH2:17][O:16][C:15]2=[O:25])=[O:13])=[CH:4][CH:3]=1.N1C=CN=C1.[Si:32](Cl)([C:35]([CH3:38])([CH3:37])[CH3:36])([CH3:34])[CH3:33].CN(C=[O:44])C>>[Si:32]([O:44][CH:17]1[O:16][C:15](=[O:25])[N:14]([C:12](=[O:13])[CH2:11][CH2:10][CH2:9][CH2:8][C:5]2[CH:6]=[CH:7][C:2]([F:1])=[CH:3][CH:4]=2)[CH:18]1[C:19]1[CH:24]=[CH:23][CH:22]=[CH:21][CH:20]=1)([C:35]([CH3:38])([CH3:37])[CH3:36])([CH3:34])[CH3:33]. Reported procedure: 30 g of 3-[5-(4-Fluorophenyl)-5-hydroxypentanoyl]-4-phenyloxazolidin-2-one are dissolved in 50 ml of DMF. 14.3 g of imidazole and 19 g of tert-butyidimethylsilyl chloride in 25 ml of DMF are added, and the mixture is then stirred at room temperature until the reaction has gone to completion (2–4 h). The reaction solution is concentrated, water is added and the mixture is extracted with ethyl acetate. The organic phase is dried over magnesium sulfate and concentrated, giving 10: Starting materials: OCCc1cn(C(c2ccccc2)(c2ccccc2)c2ccccc2)cn1, CC(C)(C)[Si](C)(C)Cl, CN(C)c1ccccn1, CCOC(C)=O, CN(C)C=O, c1c[nH]cn1. Product: CC(C)(C)[Si](C)(C)OCCc1cn(C(c2ccccc2)(c2ccccc2)c2ccccc2)cn1. As a reaction SMILES: [C:1]([c:2]1[cH:3][cH:4][cH:5][cH:6][cH:7]1)([c:8]1[cH:9][cH:10][cH:11][cH:12][cH:13]1)([c:14]1[cH:15][cH:16][cH:17][cH:18][cH:19]1)[n:20]1[cH:21][n:22][c:23]([CH2:25][CH2:26][OH:27])[cH:24]1.[C:28]([CH3:29])([CH3:30])([CH3:31])[Si:32]([CH3:33])([CH3:34])[Cl:35].[CH3:36][N:37]([c:38]1[cH:39][cH:40][cH:41][cH:42][n:43]1)[CH3:44].[CH3:55][CH2:56][O:57][C:58](=[O:59])[CH3:60].[O:50]=[CH:51][N:52]([CH3:53])[CH3:54].[nH:45]1[cH:46][cH:47][n:48][cH:49]1>>[C:1]([c:2]1[cH:3][cH:4][cH:5][cH:6][cH:7]1)([c:8]1[cH:9][cH:10][cH:11][cH:12][cH:13]1)([c:14]1[cH:15][cH:16][cH:17][cH:18][cH:19]1)[n:20]1[cH:21][n:22][c:23]([CH2:25][CH2:26][O:27][Si:32]([C:28]([CH3:29])([CH3:30])[CH3:31])([CH3:33])[CH3:34])[cH:24]1. Reactants: C(C)(C)(C)OC(=O)N1C(CN(CC1)C(C1=CC(=C(C(=C1)OC)OC)OC)=O)C(=O)OC (methyl 1-tert-butoxycarbon-vl-4(3,4,5-trimethoxybenzoyl)piperazine-2-carboxylate), CO (methanol), [OH-].[Na+] (sodium hydroxide), aqueous solution, C(CC(O)(C(=O)O)CC(=O)O)(=O)O (citric acid). Run in O (water). Conditions: time 30 minute. Yields the product C(C)(C)(C)OC(=O)N1C(CN(CC1)C(C1=CC(=C(C(=C1)OC)OC)OC)=O)C(=O)O (1-tert-butoxycarbonyl-4-(3,4,5-trimethoxy-benzoyl)piperazine-2-carboxylic acid). Yield: 82.6%. RXN SMILES: [C:1]([O:5][C:6]([N:8]1[CH2:13][CH2:12][N:11]([C:14](=[O:27])[C:15]2[CH:20]=[C:19]([O:21][CH3:22])[C:18]([O:23][CH3:24])=[C:17]([O:25][CH3:26])[CH:16]=2)[CH2:10][CH:9]1[C:28]([O:30]C)=[O:29])=[O:7])([CH3:4])([CH3:3])[CH3:2].CO.[OH-].[Na+].C(O)(=O)CC(CC(O)=O)(C(O)=O)O>O>[C:1]([O:5][C:6]([N:8]1[CH2:13][CH2:12][N:11]([C:14](=[O:27])[C:15]2[CH:20]=[C:19]([O:21][CH3:22])[C:18]([O:23][CH3:24])=[C:17]([O:25][CH3:26])[CH:16]=2)[CH2:10][CH:9]1[C:28]([OH:30])=[O:29])=[O:7])([CH3:4])([CH3:2])[CH3:3] |f:2.3|. Procedure: To a mixture of methyl 1-tert-butoxycarbon-vl-4(3,4,5-trimethoxybenzoyl)piperazine-2-carboxylate (500 mg), methanol (3 ml) and water (3 ml) is added sodium hydroxide (100 mg), which is stirred for 30 minutes at room temperature. The reaction mixture is poured into a 5% aqueous solution of citric acid, followed by extraction with dichloromethane. The organic layer is dried and then concentrated to give a crude product, which is recrystallized from ethyl acetate to afford 1-tert-butoxycarbonyl-4-(...